Dataset: the Open Reaction Database (ORD), a public repository of structured organic reaction records. Task: describe an organic reaction: reactants, conditions, products, and yield Run in C1(=CC=CC=C1)C (toluene). Reactants: C(C(C)C)[Al](CC(C)C)CC(C)C (triisobutylaluminum), C(C1=CC=CO1)=O (furfural), OC\C=C(/CCC=C(C)C)\C (nerol), solution, C(C(C)C)[Al](CC(C)C)CC(C)C (triisobutylaluminum), OC\C=C(/CCC=C(C)C)\C (nerol). RXN SMILES: C([Al](CC(C)C)CC(C)C)C(C)C.[OH:14][CH2:15]/[CH:16]=[C:17](/[CH3:24])\[CH2:18][CH2:19][CH:20]=[C:21]([CH3:23])[CH3:22].C(=O)C1OC=CC=1>C1(C)C=CC=CC=1>[CH3:23][C:21](=[CH:20][CH2:19][CH2:18][C:17](=[CH:16][CH:15]=[O:14])[CH3:24])[CH3:22]. Procedure: This example illustrates the use of triisobutylaluminum to generate the aluminum alkoxide catalyst. A flask was charged with 80 grams of nerol and 10 ml of a 25% solution of triisobutylaluminum in toluene. To the solution was added 39 grams (0.75 equivalents) of furfural and the solution was allowed to react at ambient temperature for 18 hours. Analysis by glpc showed that 69% of the nerol had been consumed to give citral in 98+% yield. The product is CC(C)=CCCC(C)=CC=O (citral). The reagents and catalysts are aluminum alkoxide.